From a dataset of the Open Reaction Database (ORD), a public repository of structured organic reaction records. describe an organic reaction: reactants, conditions, products, and yield The reactants are [BH4-], C1CCOC1, [Cl-], O=Cc1cc(Cl)c2c(c1)OCO2, [NH4+], [Na+]. Yields the product OCc1cc(Cl)c2c(c1)OCO2. RXN SMILES: [BH4-:13].[CH2:17]1[O:18][CH2:19][CH2:20][CH2:21]1.[Cl-:15].[Cl:1][c:2]1[cH:3][c:4]([CH:11]=[O:12])[cH:5][c:6]2[c:7]1[O:8][CH2:9][O:10]2.[NH4+:16].[Na+:14]>>[Cl:1][c:2]1[cH:3][c:4]([CH2:11][OH:12])[cH:5][c:6]2[c:7]1[O:8][CH2:9][O:10]2.